Dataset: the Open Reaction Database (ORD), a public repository of structured organic reaction records. Task: describe an organic reaction: reactants, conditions, products, and yield Reagents/catalysts: CC(=O)[O-].CC(=O)[O-].[Pd+2] (Pd(OAc)2), C=1C=CC(=CC1)P(C=2C=CC=CC2)C3=CC=C4C=CC=CC4=C3C5=C6C=CC=CC6=CC=C5P(C=7C=CC=CC7)C=8C=CC=CC8 (BINAP). RXN SMILES: Br[C:2]1[N:3]=[C:4]2[C:10]([C:11]([NH:13][C:14]([CH3:17])([CH3:16])[CH3:15])=[O:12])=[CH:9][N:8]([CH2:18][O:19][CH2:20][CH2:21][Si:22]([CH3:25])([CH3:24])[CH3:23])[C:5]2=[N:6][CH:7]=1.[NH2:26][C:27]1[CH:32]=[CH:31][C:30]([CH2:33][OH:34])=[CH:29][CH:28]=1>C1(C)C=CC=CC=1.CC([O-])=O.CC([O-])=O.[Pd+2].C1C=CC(P(C2C(C3C(P(C4C=CC=CC=4)C4C=CC=CC=4)=CC=C4C=3C=CC=C4)=C3C(C=CC=C3)=CC=2)C2C=CC=CC=2)=CC=1>[C:14]([NH:13][C:11]([C:10]1[C:4]2[C:5](=[N:6][CH:7]=[C:2]([NH:26][C:27]3[CH:32]=[CH:31][C:30]([CH2:33][OH:34])=[CH:29][CH:28]=3)[N:3]=2)[N:8]([CH2:18][O:19][CH2:20][CH2:21][Si:22]([CH3:25])([CH3:24])[CH3:23])[CH:9]=1)=[O:12])([CH3:17])([CH3:16])[CH3:15] |f:3.4.5|. The yield is 91.0%. Solvent: C1(=CC=CC=C1)C (toluene). Run at temperature 110 celsius. Procedure: To a 10 ml seal tube, 2-bromo-N-tert-butyl-5-((2-(trimethylsilyl)ethoxy)methyl)-5H-pyrrolo[2,3-b]pyrazine-7-carboxamide (0.05 g, 0.000117 mol) and (4-aminophenyl)methanol (0.017 g, 0.00014 mol) was taken in toluene (2.0 ml). The reaction mixture was purged with argon for 15 min at RT after which CS2CO3 (0.189 g, 0.000586 mol) was added and the reaction mixture was further purged for 30 min with argon. BINAP (0.0015 g, 0.0000023 mol) and Pd(OAc)2 (0.0005 g, 0.0000023 mol) were added to reaction m... Yields the product C(C)(C)(C)NC(=O)C1=CN(C2=NC=C(N=C21)NC2=CC=C(C=C2)CO)COCC[Si](C)(C)C (N-tert-butyl-2-(4-(hydroxymethyl)phenyl-amino)-5-((2-(trimethylsilyl)ethoxy)methyl)-5H-pyrrolo[2,3-b]pyrazine-7-carboxamide). Starting materials: BrC=1N=C2C(=NC1)N(C=C2C(=O)NC(C)(C)C)COCC[Si](C)(C)C (2-bromo-N-tert-butyl-5-((2-(trimethylsilyl)ethoxy)methyl)-5H-pyrrolo[2,3-b]pyrazine-7-carboxamide), NC1=CC=C(C=C1)CO ((4-aminophenyl)methanol), CS2CO3. Starting materials: ClCCl, O=[N+]([O-])c1ccc(CO)cc1OC1CCCC1. As a reaction SMILES: [CH2:18]([Cl:19])[Cl:20].[CH:1]1([O:6][c:7]2[cH:8][c:9]([CH2:10][OH:11])[cH:12][cH:13][c:14]2[N+:15](=[O:16])[O-:17])[CH2:2][CH2:3][CH2:4][CH2:5]1>>[CH:1]1([O:6][c:7]2[cH:8][c:9]([CH:10]=[O:11])[cH:12][cH:13][c:14]2[N+:15](=[O:16])[O-:17])[CH2:2][CH2:3][CH2:4][CH2:5]1. Yields the product O=Cc1ccc([N+](=O)[O-])c(OC2CCCC2)c1.